Dataset: the Open Reaction Database (ORD), a public repository of structured organic reaction records. Task: describe an organic reaction: reactants, conditions, products, and yield The reactants are O=C=O, [Li]CCCC, CCCCCC, CC(C)c1nc(C(=O)NC2CC2)co1, C1CCOC1. Product: CC(C)c1nc(C(=O)NC2CC2)c(C(=O)O)o1. Reaction SMILES: [C:20](=[O:21])=[O:22].[CH2:1]([Li:2])[CH2:3][CH2:4][CH3:5].[CH3:23][CH2:24][CH2:25][CH2:26][CH2:27][CH3:28].[CH:6]1([NH:9][C:10](=[O:11])[c:12]2[n:13][c:14]([CH:17]([CH3:18])[CH3:19])[o:15][cH:16]2)[CH2:7][CH2:8]1.[O:29]1[CH2:30][CH2:31][CH2:32][CH2:33]1>>[CH:6]1([NH:9][C:10](=[O:11])[c:12]2[n:13][c:14]([CH:17]([CH3:18])[CH3:19])[o:15][c:16]2[C:20](=[O:21])[OH:22])[CH2:7][CH2:8]1.